From a dataset of the Open Reaction Database (ORD), a public repository of structured organic reaction records. describe an organic reaction: reactants, conditions, products, and yield The reactants are ( 8.1 ), OC=1C2=C(N=C(N1)C1=CC=CC=C1)OC1=C(C2)C=CC=C1 (4-hydroxy-2-phenyl[1]benzopyrano[2,3-d]pyrimidine), P(Cl)(Cl)(Cl)(Cl)Cl (phosphoruspentachloride), P(=O)(Cl)(Cl)Cl (phosphorusoxychloride). Yields the product ClC=1C2=C(N=C(N1)C1=CC=CC=C1)OC1=C(C2)C=CC=C1 (4-chloro-2-phenyl[1]benzopyrano[2,3-d]pyrimidine). RXN SMILES: O[C:2]1[C:3]2[CH2:17][C:16]3[CH:18]=[CH:19][CH:20]=[CH:21][C:15]=3[O:14][C:4]=2[N:5]=[C:6]([C:8]2[CH:13]=[CH:12][CH:11]=[CH:10][CH:9]=2)[N:7]=1.P(Cl)(Cl)(Cl)(Cl)[Cl:23].P(Cl)(Cl)(Cl)=O>>[Cl:23][C:2]1[C:3]2[CH2:17][C:16]3[CH:18]=[CH:19][CH:20]=[CH:21][C:15]=3[O:14][C:4]=2[N:5]=[C:6]([C:8]2[CH:13]=[CH:12][CH:11]=[CH:10][CH:9]=2)[N:7]=1. Procedure: Eight and one tenth (8.1) gram 4-hydroxy-2-phenyl[1]benzopyrano[2,3-d]pyrimidine, 9.0 g phosphoruspentachloride and 36 ml phosphorusoxychloride are heated for two hours under reflux. Excess phosphorusoxychloride is then distilled off under a vacuum and the residue is partitioned to chloroform and water, a pH 6 value being adjusted by the addition of 10% sodium hydroxide. The organic phase is separated and the chloroform removed by distillation in a rotary evaporator. The residue obtained is sepa... Starting materials: COc1cccc(SCC(NOC(=O)C(C)(C)C)C(=O)O)c1[N+](=O)[O-], CO. The product is COc1cccc(SCC(NOC(=O)C(C)(C)C)C(=O)O)c1N. Reaction SMILES: [CH3:1][C:2]([C:3](=[O:4])[O:5][NH:6][CH:7]([CH2:8][S:9][c:10]1[c:11]([N+:18]([O-:19])=[O:20])[c:12]([O:16][CH3:17])[cH:13][cH:14][cH:15]1)[C:21](=[O:22])[OH:23])([CH3:24])[CH3:25].[CH3:26][OH:27]>>[CH3:1][C:2]([C:3](=[O:4])[O:5][NH:6][CH:7]([CH2:8][S:9][c:10]1[c:11]([NH2:18])[c:12]([O:16][CH3:17])[cH:13][cH:14][cH:15]1)[C:21](=[O:22])[OH:23])([CH3:24])[CH3:25]. Starting materials: O=C(O)Cc1ccc2c(c1)C(=O)c1ccccc1CO2, CNOC. Reagents/catalysts: C1CCN(C1)C(=[N+]2CCCC2)ON3C4=CC=CC=C4N=N3.F[P-](F)(F)(F)(F)F (HBPYU). The solvent is CN(C)C=O (DMF), CN(C)C=O (DMF), CN(C)C=O (DMF), CN(C)C=O (DMF), CN(C)C=O (DMF), CN(C)C=O (DMF). Reaction conditions: temperature 25 celsius, time 2 hour. Yields the product CON(C)C(=O)Cc1ccc2c(c1)C(=O)c1ccccc1CO2. The yield is 9.3%. Reaction SMILES: CNOC.O=C(O)Cc1ccc2c(c1)C(=O)c1ccccc1CO2.C1CCN(C1)C(=[N+]2CCCC2)ON3C4=CC=CC=C4N=N3.F[P-](F)(F)(F)(F)F.CN(C)C=O>>CON(C)C(=O)Cc1ccc2c(c1)C(=O)c1ccccc1CO2. Starting materials: COC(C(C(C(CCCCNC(=O)OCC1=CC=CC=C1)=C)O)NC=O)=O (8-(N-benzyloxycarbonylamino)-2-formylamino-3-hydroxy-4-methylene-octanoic acid methyl ester), C=CCCC=C (hexa-1,5-diene), ice, S(=O)(Br)Br (thionyl bromide). Run in O1CCCC1 (tetrahydrofuran). Reaction conditions: time 2 hour. Product: COC(C(C=C(CCCCNC(=O)OCC1=CC=CC=C1)CBr)NC=O)=O (8-(N-benzyloxycarbonylamino)-4-bromomethyl-2-formylamino-oct-3-enoic acid methyl ester). Reaction SMILES: [CH3:1][O:2][C:3](=[O:27])[CH:4]([NH:24][CH:25]=[O:26])[CH:5](O)[C:6](=[CH2:22])[CH2:7][CH2:8][CH2:9][CH2:10][NH:11][C:12]([O:14][CH2:15][C:16]1[CH:21]=[CH:20][CH:19]=[CH:18][CH:17]=1)=[O:13].C=CCCC=C.S(Br)([Br:36])=O>O1CCCC1>[CH3:1][O:2][C:3](=[O:27])[CH:4]([NH:24][CH:25]=[O:26])[CH:5]=[C:6]([CH2:22][Br:36])[CH2:7][CH2:8][CH2:9][CH2:10][NH:11][C:12]([O:14][CH2:15][C:16]1[CH:21]=[CH:20][CH:19]=[CH:18][CH:17]=1)=[O:13]. Reported procedure: To 2.46 g (6.5 mmol) of 8-(N-benzyloxycarbonylamino)-2-formylamino-3-hydroxy-4-methylene-octanoic acid methyl ester in 25 ml of tetrahydrofuran there are added 5.5 ml (46 mmol) of hexa-1,5-diene and then, dropwise at -50°, 2.6 ml (32.5 mmol) of thionyl bromide. The mixture is stirred at from 0° to 5° for 2 hours, poured into 25 ml of ice-cold saturated sodium hydrogen carbonate solution and extracted twice with 20 ml of methylene chloride each time. The organic phase is washed with 10 ml of satu... Starting materials: NC=1N=C2N(C=C(C=C2)C(=O)OC)C1C1=CC=CC=C1 (2-amino-3-phenyl-6-(carbomethoxy)imidazo-[1,2-a]-pyridine), O.[OH-].[Li+] (lithium hyroxide monohydrate), C1CCOC1 (THF). Solvent: O (H2O). Conditions: time 18 hour. Yields the product NC=1N=C2N(C=C(C=C2)C(=O)O)C1C1=CC=CC=C1 (2-Amino-3-phenyl-6-(carboxy)imidazo[1,2-a]pyridine). The yield is 101.2%. RXN SMILES: [NH2:1][C:2]1[N:3]=[C:4]2[CH:9]=[CH:8][C:7]([C:10]([O:12]C)=[O:11])=[CH:6][N:5]2[C:14]=1[C:15]1[CH:20]=[CH:19][CH:18]=[CH:17][CH:16]=1.O.[OH-].[Li+].C1COCC1>O>[NH2:1][C:2]1[N:3]=[C:4]2[CH:9]=[CH:8][C:7]([C:10]([OH:12])=[O:11])=[CH:6][N:5]2[C:14]=1[C:15]1[CH:16]=[CH:17][CH:18]=[CH:19][CH:20]=1 |f:1.2.3|. Procedure details: The 2-amino-3-phenyl-6-(carbomethoxy)imidazo-[1,2-a]-pyridine (83.9 g, 0.314 mol), lithium hyroxide monohydrate (65.9 g, 1.57 mol), 1113 ml of THF, and 371 ml of H2O were combined and stirred for 18 hours at RT. The reaction was concentrated in vacuo and the residue taken up in 5 L of H2O. The pH was adjusted to 5 with 5N HCl. The resulting precipitate was filtered and air dried for 72 hours to give 80.5 g of product. (quant. yeild). NMR, MS(FD). Reactants: COc1ccc(Nc2nc(Cl)nc(NC3CCCCCC3)n2)cc1Cl, [Na+], [OH-], OCC1CCCN1, c1ccccc1. The product is COc1ccc(Nc2nc(NC3CCCCCC3)nc(OCC3CCCN3)n2)cc1Cl. As a reaction SMILES: [Cl:10][c:11]1[n:12][c:13]([NH:27][CH:28]2[CH2:29][CH2:30][CH2:31][CH2:32][CH2:33][CH2:34]2)[n:14][c:15]([NH:17][c:18]2[cH:19][c:20]([Cl:26])[c:21]([O:24][CH3:25])[cH:22][cH:23]2)[n:16]1.[Na+:9].[OH-:8].[OH:1][CH2:2][CH:3]1[CH2:4][CH2:5][CH2:6][NH:7]1.[cH:35]1[cH:36][cH:37][cH:38][cH:39][cH:40]1>>[O:1]([CH2:2][CH:3]1[CH2:4][CH2:5][CH2:6][NH:7]1)[c:11]1[n:12][c:13]([NH:27][CH:28]2[CH2:29][CH2:30][CH2:31][CH2:32][CH2:33][CH2:34]2)[n:14][c:15]([NH:17][c:18]2[cH:19][c:20]([Cl:26])[c:21]([O:24][CH3:25])[cH:22][cH:23]2)[n:16]1. The reactants are C(C)(C)(C)OC(NCC1(C(C1)C(C)C)C(NO)=N)=O ([1-(N-hydroxycarbamimidoyl)-2-isopropyl-cyclopropylmethyl]-carbamic acid tert-butyl ester), C(=O)(C=1NC=CN1)C=1NC=CN1 (carbonyl diimidazole). Run in C1CCOC1 (THF), C1CCOC1 (THF). The product is C(C)(C)(C)OC(NCC1(C(C1)C(C)C)C1=NOC(N1)=O)=O ({2-isopropyl-1-(5-oxo-4,5-dihydro-[1,2,4]oxadiazol-3-yl)-cyclopropylmethyl}-carbamic acid tert-butyl ester). The yield is 60.0%. RXN SMILES: [C:1]([O:5][C:6](=[O:19])[NH:7][CH2:8][C:9]1([C:15](=[NH:18])[NH:16][OH:17])[CH2:11][CH:10]1[CH:12]([CH3:14])[CH3:13])([CH3:4])([CH3:3])[CH3:2].[C:20](C1NC=CN=1)(C1NC=CN=1)=[O:21]>C1COCC1>[C:1]([O:5][C:6](=[O:19])[NH:7][CH2:8][C:9]1([C:15]2[NH:18][C:20](=[O:21])[O:17][N:16]=2)[CH2:11][CH:10]1[CH:12]([CH3:14])[CH3:13])([CH3:3])([CH3:4])[CH3:2]. Reported procedure: To a solution of [1-(N-hydroxycarbamimidoyl)-2-isopropyl-cyclopropylmethyl]-carbamic acid tert-butyl ester (5.0 g, 18.5 mmol) in dry THF (185 mL) was added dropwise a solution of carbonyl diimidazole (4.5 g, 27.8 mmol) in dry THF (185 mL). The reaction mixture was heated to reflux for 12 hours and allowed to cool to room temperature. Excess of solvents was removed in vacuo and the residue was partitioned between ether (100 mL) and 1N NaOH (100 mL) solution. The ethereal solution was extracted wi...